This data is from the Open Reaction Database (ORD), a public repository of structured organic reaction records. The task is: describe an organic reaction: reactants, conditions, products, and yield Starting materials: C1CCOC1, O=C=Nc1ccc(Cl)cc1, Nc1ccc(Oc2ccnc(NCCCO)n2)cc1. The product is O=C(Nc1ccc(Cl)cc1)Nc1ccc(Oc2ccnc(NCCCO)n2)cc1. Reaction SMILES: [CH2:30]1[O:31][CH2:32][CH2:33][CH2:34]1.[Cl:1][c:2]1[cH:3][cH:4][c:5]([N:8]=[C:9]=[O:10])[cH:6][cH:7]1.[NH2:11][c:12]1[cH:13][cH:14][c:15]([O:16][c:17]2[n:18][c:19]([NH:23][CH2:24][CH2:25][CH2:26][OH:27])[n:20][cH:21][cH:22]2)[cH:28][cH:29]1>>[Cl:1][c:2]1[cH:3][cH:4][c:5]([NH:8][C:9](=[O:10])[NH:11][c:12]2[cH:13][cH:14][c:15]([O:16][c:17]3[n:18][c:19]([NH:23][CH2:24][CH2:25][CH2:26][OH:27])[n:20][cH:21][cH:22]3)[cH:28][cH:29]2)[cH:6][cH:7]1. Reactants: C(C=C)(=O)N (acrylamide), C1(=CC=C(C=C1)S(=O)(=O)O)C (p-toluenesulphonic acid), ClC1=C2CCC(CC2=CC=C1)=O (5-chloro-2-tetralone), N1CCCC1 (pyrrolidine), C1(=CC=C(C=C1)S(=O)(=O)O)C (p-toluenesulphonic acid). The solvent is O (water), C(C)(=O)OCC (ethyl acetate), C1=CC=CC=C1 (benzene). Conditions: temperature 100 celsius. The product is ClC1=CC=CC=2C=3CCC(NC3CCC21)=O (7-chloro-1,2,5,6-tetrahydrobenzo[f]quinoline-3(4H)-one). As a reaction SMILES: [Cl:1][C:2]1[CH:11]=[CH:10][CH:9]=[C:8]2[C:3]=1[CH2:4][CH2:5][C:6](=O)[CH2:7]2.N1CCCC1.C1(C)C=CC(S(O)(=O)=O)=CC=1.[C:29]([NH2:33])(=[O:32])[CH:30]=[CH2:31]>C1C=CC=CC=1.O.C(OCC)(=O)C>[Cl:1][C:2]1[C:3]2[CH2:4][CH2:5][C:6]3[NH:33][C:29](=[O:32])[CH2:30][CH2:31][C:7]=3[C:8]=2[CH:9]=[CH:10][CH:11]=1. Reported procedure: 11.07 g of 5-chloro-2-tetralone were boiled at reflux for 2 hours in 200 ml of benzene and 10.1 ml of pyrrolidine in the presence of 0.3 g of p-toluenesulphonic acid. The crude 1-(5-chloro-3,4-dihydro-2-naphthyl)pyrrolidine obtained was treated, without purification, with 9.0 g of acrylamide and 0.5 g of p-toluenesulphonic acid. The mixture was heated under nitrogen to 100° C. for 2 hours and to 150° for 2 hours. 250 ml of ethyl acetate and 50 ml of water were added to the reaction mixture, wher... The reactants are ClC1=NC(=C2N=C(N(C2=N1)C)C=O)N1CCOCC1 (2-chloro-9-methyl-6-morpholin-4-yl-9H-purine-8-carbaldehyde), N1C(=NC2=C1C=CC=C2)CCO (2-(1H-benzoimidazol-2-yl)ethanol), CC(C)C1=CC(=C(C(=C1)C(C)C)C2=C(C=CC=C2)P(C3CCCCC3)C4CCCCC4)C(C)C (Xphos), C([O-])([O-])=O.[Cs+].[Cs+] (cesium carbonate). The reagents and catalysts are C=1C=CC(=CC1)/C=C/C(=O)/C=C/C2=CC=CC=C2.C=1C=CC(=CC1)/C=C/C(=O)/C=C/C2=CC=CC=C2.C=1C=CC(=CC1)/C=C/C(=O)/C=C/C2=CC=CC=C2.[Pd].[Pd] (Pd2dba3). Solvent: O1CCOCC1 (1,4-dioxane). The product is OCCC1=NC2=C(N1C1=NC(=C3N=C(N(C3=N1)C)C=O)N1CCOCC1)C=CC=C2 (2-[2-(2-Hydroxyethyl)benzoimidazol-1-yl]-9-methyl-6-morpholin-4-yl-9H-purine-8-carbaldehyde). Isolated yield 67.2%. Reaction SMILES: Cl[C:2]1[N:10]=[C:9]2[C:5]([N:6]=[C:7]([CH:12]=[O:13])[N:8]2[CH3:11])=[C:4]([N:14]2[CH2:19][CH2:18][O:17][CH2:16][CH2:15]2)[N:3]=1.[NH:20]1[C:24]2[CH:25]=[CH:26][CH:27]=[CH:28][C:23]=2[N:22]=[C:21]1[CH2:29][CH2:30][OH:31].CC(C1C=C(C(C)C)C(C2C=CC=CC=2P(C2CCCCC2)C2CCCCC2)=C(C(C)C)C=1)C.C(=O)([O-])[O-].[Cs+].[Cs+]>O1CCOCC1.C1C=CC(/C=C/C(/C=C/C2C=CC=CC=2)=O)=CC=1.C1C=CC(/C=C/C(/C=C/C2C=CC=CC=2)=O)=CC=1.C1C=CC(/C=C/C(/C=C/C2C=CC=CC=2)=O)=CC=1.[Pd].[Pd]>[OH:31][CH2:30][CH2:29][C:21]1[N:20]([C:2]2[N:10]=[C:9]3[C:5]([N:6]=[C:7]([CH:12]=[O:13])[N:8]3[CH3:11])=[C:4]([N:14]3[CH2:19][CH2:18][O:17][CH2:16][CH2:15]3)[N:3]=2)[C:24]2[CH:25]=[CH:26][CH:27]=[CH:28][C:23]=2[N:22]=1 |f:3.4.5,7.8.9.10.11|. Procedure details: A mixture of 2-chloro-9-methyl-6-morpholin-4-yl-9H-purine-8-carbaldehyde (500 mg, 1.78 mmol), 2-(1H-benzoimidazol-2-yl)ethanol (335 mg, 2.06 mmol), Pd2dba3 (40 mg, 0.043 mmol), Xphos (85 mg, 0.18 mmol) and cesium carbonate (840 mg, 2.58 mmol) in 1,4-dioxane (10 mL) was purged with argon gas then subjected to microwave irradiation at 145° C. for 30 min. The reaction mixture was filtered through a pad of Celite® and the filtrate was concentrated in vacuo. The resultant residue was purified by flas... The reactants are C1(=CC=CC2=CC=CC=C12)C=CC(=O)O (3-(1-naphthyl)acrylic acid), C(C)(=O)OCC (ethyl acetate). The solvent is Cl (hydrochloric acid), Cl (hydrogen chloride). Conditions: time 8 hour. Yields the product OC1=CC=C2C(CC(OC2=C1)=O)C1=CC=CC2=CC=CC=C12 (3,4-Dihydro-7-hydroxy-4-(1-naphthyl)coumarin). Reaction SMILES: [C:1]1([CH:11]=[CH:12][C:13]([OH:15])=[O:14])[C:10]2[C:5](=[CH:6][CH:7]=[CH:8][CH:9]=2)[CH:4]=[CH:3][CH:2]=1.C([O:19][CH2:20][CH3:21])(=O)C>Cl>[OH:19][C:20]1[CH:21]=[C:3]2[C:2]([CH:11]([C:1]3[C:10]4[C:5](=[CH:6][CH:7]=[CH:8][CH:9]=4)[CH:4]=[CH:3][CH:2]=3)[CH2:12][C:13](=[O:15])[O:14]2)=[CH:1][CH:10]=1. Reported procedure: A mixture of 3-(1-naphthyl)acrylic acid (50.0 g., 0.25 moles) in concentrated hydrochloric acid (1500 ml.) was stirred at reflux while a vigorous stream of hydrogen chloride was passed through the reaction for 6 hours. The solution was allowed to stand overnight at room temperature, then filtered to give a white solid which was dissolved in ethyl acetate and washed with saturated sodium bicarbonate solution (3×). The ethyl acetate solution was dried and removal of solvent gave the dihydrocoumari... Starting materials: C(C)(C)O.C(=O)=O (isopropanol dry ice), COC1=CC(=C(C(=O)NC)C=C1)CC1=CC=CC=C1 (4-methoxy-N-methyl-2-(phenylmethyl)benzamide), solution, C(C)(CC)[Li] (sec-butyllithium), C(C1=CC=CC=C1)OC(=O)N1CC(CCC1)C(=O)Cl ((±)-benzyl-3-(chlorocarbonyl)piperidine-1-carboxylate). Run in O1CCCC1 (tetrahydrofuran), O1CCCC1 (tetrahydrofuran), CCOC(=O)C.CCCCCC (EtOAc hexane). Run at time 10 minute. The product is COC=1C=C2C(=C(N(C(C2=CC1)=O)C)C1CN(CCC1)C(=O)OCC1=CC=CC=C1)C1=CC=CC=C1 ((±)-Benzyl 3-(6-methoxy-2-methyl-1-oxo-4-phenyl-1,2-dihydroisoquinolin-3-yl)piperidine-1-carboxylate). As a reaction SMILES: C(O)(C)C.C(=O)=O.[CH3:8][O:9][C:10]1[CH:19]=[CH:18][C:13]([C:14]([NH:16][CH3:17])=[O:15])=[C:12]([CH2:20][C:21]2[CH:26]=[CH:25][CH:24]=[CH:23][CH:22]=2)[CH:11]=1.C([Li])(CC)C.[CH2:32]([O:39][C:40]([N:42]1[CH2:47][CH2:46][CH2:45][CH:44]([C:48](Cl)=O)[CH2:43]1)=[O:41])[C:33]1[CH:38]=[CH:37][CH:36]=[CH:35][CH:34]=1>O1CCCC1.CCOC(C)=O.CCCCCC>[CH3:8][O:9][C:10]1[CH:11]=[C:12]2[C:13](=[CH:18][CH:19]=1)[C:14](=[O:15])[N:16]([CH3:17])[C:48]([CH:44]1[CH2:45][CH2:46][CH2:47][N:42]([C:40]([O:39][CH2:32][C:33]3[CH:34]=[CH:35][CH:36]=[CH:37][CH:38]=3)=[O:41])[CH2:43]1)=[C:20]2[C:21]1[CH:26]=[CH:25][CH:24]=[CH:23][CH:22]=1 |f:0.1,6.7|. Reported procedure: To an isopropanol-dry ice cooled solution of 4-methoxy-N-methyl-2-(phenylmethyl)benzamide (500 mg, 1.96 mmol) in tetrahydrofuran (90 mL) was added dropwise a 1.3 M solution of sec-butyllithium (3.09 mL, 4.02 mmol). After 15 min. a solution of (±)-benzyl-3-(chlorocarbonyl)piperidine-1-carboxylate (550 mg, 1.96 mmol) in tetrahydrofuran (10 mL) was added. After 0.5 hours the contents of the reaction flask were first warmed to room temperature and then the solvent was removed in vacuo. The resulting... Reactants: OC1=C(C=C(C=O)C=C1C)C (4-hydroxy-3,5-dimethyl benzaldehyde), BrCCCCO (4-bromo-butan-1-ol), C(=O)([O-])[O-].[Cs+].[Cs+] (Cs2CO3), O (water). Solvent: CN(C)C=O (DMF). Conditions: time 48 hour. Product: OCCCCOC1=C(C=C(C=O)C=C1C)C (4-(4-hydroxybutoxy)-3,5-dimethyl benzaldehyde). RXN SMILES: [OH:1][C:2]1[C:9]([CH3:10])=[CH:8][C:5]([CH:6]=[O:7])=[CH:4][C:3]=1[CH3:11].Br[CH2:13][CH2:14][CH2:15][CH2:16][OH:17].C([O-])([O-])=O.[Cs+].[Cs+].O>CN(C=O)C>[OH:17][CH2:16][CH2:15][CH2:14][CH2:13][O:1][C:2]1[C:3]([CH3:11])=[CH:4][C:5]([CH:6]=[O:7])=[CH:8][C:9]=1[CH3:10] |f:2.3.4|. Procedure details: To a solution of 4-hydroxy-3,5-dimethyl benzaldehyde (5.00 g, 33.3 mmol) in DMF (30 mL) were added 4-bromo-butan-1-ol (6.11 g, 39.9 mmol) and Cs2CO3 (16.2 g, 50.0 mmol). The reaction mixture was stirred at room temperature for 48 hours, then water (100 mL) was added, and the products were extracted with ethyl acetate (2×200 mL). The combined organic phase was washed with water (100 mL), then brine (100 mL), and dried over anhydrous Na2SO4. Solvent was removed and the crude product was purified b... The reactants are C(C)(=O)O[C@H]1[C@H](SC)O[C@@H]([C@@H]([C@@H]1N1N=NC(=C1)C(=O)OC)OC(C)=O)COC(C)=O (Methyl 2,4,6-tri-O-acetyl-3-deoxy-3-(4-methoxycarbonyl-1H-[1,2,3]-triazol-1-yl)-1-thio-β-D-galactopyranoside), C[O-].[Na+] (sodium methoxide). Solvent: CO (methanol). The product is COC(=O)C=1N=NN(C1)[C@@H]1[C@H]([C@H](SC)O[C@@H]([C@@H]1O)CO)O (Methyl 3-(4-methoxycarbonyl-1H-[1,2,3]-triazol-1-yl)-3-deoxy-1-thio-β-D-galactopyranoside). Isolated yield 68.1%. RXN SMILES: C([O:4][C@@H:5]1[C@@H:12]([N:13]2[CH:17]=[C:16]([C:18]([O:20][CH3:21])=[O:19])[N:15]=[N:14]2)[C@@H:11]([O:22]C(=O)C)[C@@H:10]([CH2:26][O:27]C(=O)C)[O:9][C@H:6]1[S:7][CH3:8])(=O)C.C[O-].[Na+]>CO>[CH3:21][O:20][C:18]([C:16]1[N:15]=[N:14][N:13]([C@H:12]2[C@@H:11]([OH:22])[C@@H:10]([CH2:26][OH:27])[O:9][C@@H:6]([S:7][CH3:8])[C@@H:5]2[OH:4])[CH:17]=1)=[O:19] |f:1.2|. Procedure: Compound 4 (10 mg, 0.023 mmol) was dissolved in methanol (1.5 mL) and stirred over night at room temperature with sodium methoxide solution 1M (0.5 mL). The mixture was neutralized with Duolite™ resin, filtered and concentrated in vacuo. The residue was purified by column chromatography (SiO2, CH2Cl2:MeOH 25:1) to give 10 (5 mg, 70%).